From a dataset of the Open Reaction Database (ORD), a public repository of structured organic reaction records. describe an organic reaction: reactants, conditions, products, and yield Starting materials: [BH3-]C#N, CCC(=O)c1ccncc1, CO, CC(=O)O, NC1CC1, [Na+]. Yields the product CCC(NC1CC1)c1ccncc1. Reaction SMILES: [C:19]([BH3-:20])#[N:21].[C:9]([CH2:10][CH3:11])(=[O:12])[c:13]1[cH:14][cH:15][n:16][cH:17][cH:18]1.[CH3:23][OH:24].[CH3:5][C:6](=[O:7])[OH:8].[CH:1]1([NH2:4])[CH2:2][CH2:3]1.[Na+:22]>>[CH:1]1([NH:4][CH:9]([CH2:10][CH3:11])[c:13]2[cH:14][cH:15][n:16][cH:17][cH:18]2)[CH2:2][CH2:3]1. Reactants: CS(=O)(=O)Cl (Methanesulphonyl chloride), C(C)(=O)NC=1C=C(CO)C=CC1 (3-acetylaminobenzylalcohol), TEA. Run in C(Cl)Cl (DCM), CCOC(=O)C (EtOAc), CO (MeOH). Conditions: time 2 hour. The product is C(C)(=O)NC=1C=C(CCl)C=CC1 (3-acetylaminobenzylchloride). As a reaction SMILES: CS([Cl:5])(=O)=O.[C:6]([NH:9][C:10]1[CH:11]=[C:12]([CH:15]=[CH:16][CH:17]=1)[CH2:13]O)(=[O:8])[CH3:7]>C(Cl)Cl.CCOC(C)=O.CO>[C:6]([NH:9][C:10]1[CH:11]=[C:12]([CH:15]=[CH:16][CH:17]=1)[CH2:13][Cl:5])(=[O:8])[CH3:7]. Procedure: Methanesulphonyl chloride (0.15 ml) was added to a stirred solution of 3-acetylaminobenzylalcohol (260 mg) and TEA (0.26 ml) in DCM (2 ml) at 0° C. The reaction was allowed to warm to room temperature and stirred for two hours. The mixture was diluted with EtOAc (20 mL) and MeOH (1 ml) and stirred for 5 minutes. The mixture was then washed with water (30 ml), organic layer was dried over sodium sulphate and solvent evaporated. The residue was columned on silica gel using DCM then ethyl acetate a... The reactants are Cl.Cl.C(C1=CC=CC=C1)OC(N(C)CCN1C(=NC(=C1)C1=CC(=C(C=C1)F)C(F)(F)F)C1CCNCC1)=O ({2-[4-(4-fluoro-3-trifluoromethyl-phenyl)-2-piperidin-4-yl-imidazol-1-yl]-ethyl}-methyl-carbamic acid benzyl ester dihydrochloride), ClC=1C2=C(N=CN1)NC(C2)=O (4-chloro-5,7-dihydro-pyrrolo[2,3-d]pyrimidin-6-one), TEA. Run in CN(C)C=O (DMF). The product is C(C1=CC=CC=C1)OC(N(C)CCN1C(=NC(=C1)C1=CC(=C(C=C1)F)C(F)(F)F)C1CCN(CC1)C=1C2=C(N=CN1)NC(C2)=O)=O ((2-{4-(4-Fluoro-3-trifluoromethyl-phenyl)-2-[1-(6-oxo-6,7-dihydro-5H-pyrrolo[2,3-d]pyrimidin-4-yl)-piperidin-4-yl]-imidazol-1-yl}-ethyl)-methyl-carbamic acid benzyl ester). The yield is 79.4%. Reaction SMILES: Cl.Cl.[CH2:3]([O:10][C:11](=[O:38])[N:12]([CH2:14][CH2:15][N:16]1[CH:20]=[C:19]([C:21]2[CH:26]=[CH:25][C:24]([F:27])=[C:23]([C:28]([F:31])([F:30])[F:29])[CH:22]=2)[N:18]=[C:17]1[CH:32]1[CH2:37][CH2:36][NH:35][CH2:34][CH2:33]1)[CH3:13])[C:4]1[CH:9]=[CH:8][CH:7]=[CH:6][CH:5]=1.Cl[C:40]1[C:41]2[CH2:48][C:47](=[O:49])[NH:46][C:42]=2[N:43]=[CH:44][N:45]=1>CN(C=O)C>[CH2:3]([O:10][C:11](=[O:38])[N:12]([CH2:14][CH2:15][N:16]1[CH:20]=[C:19]([C:21]2[CH:26]=[CH:25][C:24]([F:27])=[C:23]([C:28]([F:31])([F:30])[F:29])[CH:22]=2)[N:18]=[C:17]1[CH:32]1[CH2:33][CH2:34][N:35]([C:40]2[C:41]3[CH2:48][C:47](=[O:49])[NH:46][C:42]=3[N:43]=[CH:44][N:45]=2)[CH2:36][CH2:37]1)[CH3:13])[C:4]1[CH:5]=[CH:6][CH:7]=[CH:8][CH:9]=1 |f:0.1.2|. Procedure: Combine {2-[4-(4-fluoro-3-trifluoromethyl-phenyl)-2-piperidin-4-yl-imidazol-1-yl]-ethyl}-methyl-carbamic acid benzyl ester dihydrochloride (277 μmol; 160 mg); 4-chloro-5,7-dihydro-pyrrolo[2,3-d]pyrimidin-6-one (1.30 equiv; 360 μmol; 61.1 mg); DMF (3 mL); TEA (7 equiv; 1.94 mmol; 270 μL) and heat to 160° C. in microwave for 45 min. Evaporate, dissolve the residue in DCM, wash with saturated sodium bicarbonate and evaporate the organic layer. Purify the residue on 40 g silica gel with 3% MeOH/DCM ... The reactants are C[Si](C)(C)Cl (trimethylsilyl chloride), C(C)OCOCC (diethoxymethane), C(C=C)N=C=O (allyl isocyanate), C(CCC)[Li] (n-butyl lithium), C(C)(C)[N-]C(C)C.[Li+] (lithium diisopropyl amide). Run in C1CCOC1 (THF), C(C)(C)(C)OC (t-butylmethyl ether). Reaction conditions: temperature 0 celsius. Product: C(C=C)NC(C#C[Si](C)(C)C)=O (N-allyl-3-trimethylsilylpropiolic amide). Reaction SMILES: C(OCO[CH2:6][CH3:7])C.C([Li])CCC.C([N-]C(C)C)(C)C.[Li+].[CH2:21]([N:24]=[C:25]=[O:26])[CH:22]=[CH2:23].[CH3:27][Si:28](Cl)([CH3:30])[CH3:29]>C(OC)(C)(C)C.C1COCC1>[CH2:21]([NH:24][C:25](=[O:26])[C:7]#[C:6][Si:28]([CH3:30])([CH3:29])[CH3:27])[CH:22]=[CH2:23] |f:2.3|. Procedure: Preferred solvents include ethereals such as THF, diethoxymethane and t-butylmethyl ether. At about 0° C., a strong base is added dropwise over a period of about 15 minutes. Examples of strong bases are n-butyl lithium and lithium diisopropyl amide. While still maintaining the temperature near 0° C., a solution of allyl isocyanate in solvent is added dropwise over about 15 minutes. This is followed by the dropwise addition of trimethylsilyl chloride. After holding the reaction mixture at about 0... Reactants: FC1=CC=C(C=C1)S (4-Fluorobenzenethiol), [OH-].[Na+] (sodium hydroxide), Cl.N1=C(C=CC=C1)CCl (2-picolyl chloride, hydrochloride). The solvent is C(C)O (ethanol), C(C)O (ethanol). Reaction conditions: time 6 hour. Product: Cl.FC1=CC=C(C=C1)SCC1=NC=CC=C1 (2-(((4-fluorophenyl)thio)methyl)pyridine, hydrochloride). Isolated yield 70.2%. As a reaction SMILES: [F:1][C:2]1[CH:7]=[CH:6][C:5]([SH:8])=[CH:4][CH:3]=1.[OH-].[Na+].Cl.[N:12]1[CH:17]=[CH:16][CH:15]=[CH:14][C:13]=1[CH2:18][Cl:19]>C(O)C>[ClH:19].[F:1][C:2]1[CH:7]=[CH:6][C:5]([S:8][CH2:18][C:13]2[CH:14]=[CH:15][CH:16]=[CH:17][N:12]=2)=[CH:4][CH:3]=1 |f:1.2,3.4,6.7|. Reported procedure: 4-Fluorobenzenethiol (5 g) was added to a solution of sodium hydroxide (3.14 g) in ethanol (50 ml) and the resulting solution was treated with 2-picolyl chloride, hydrochloride (6.4 g) in ethanol (25 ml) and the mixture was stirred for 6 hours at ambient temperature. The mixture was filtered, the solvent removed by evaporation and the residue was converted into the hydrochloride with ethereal HCl. Recrystallisation from ethanol-ether gave 2-(((4-fluorophenyl)thio)methyl)pyridine, hydrochloride (... Starting materials: C1=CCCCC1 (cyclohexene), [N+](=[N-])=C(C(=O)OC)C(=O)OC (dimethyl diazomalonate). The reagents and catalysts are CC(=O)CC(=O)C.CC(=O)CC(=O)C.[Cu] (cupric acetylacetonate). Run at time 8 hour. Yields the product C12CCCCC2C1(C(=O)OC)C(=O)OC (dimethyl bicyclo[4.1.0]heptane-7,7-dicarboxylate). The yield is 57.1%. As a reaction SMILES: [CH:1]1[CH2:6][CH2:5][CH2:4][CH2:3][CH:2]=1.[N+](=[C:9]([C:14]([O:16][CH3:17])=[O:15])[C:10]([O:12][CH3:13])=[O:11])=[N-]>CC(CC(C)=O)=O.CC(CC(C)=O)=O.[Cu]>[CH:1]12[C:9]([C:14]([O:16][CH3:17])=[O:15])([C:10]([O:12][CH3:13])=[O:11])[CH:6]1[CH2:5][CH2:4][CH2:3][CH2:2]2 |f:2.3.4|. Procedure details: To stirred, refluxing mixture of 100.0 grams (1.22 mole) of cyclohexene and 0.037 gram (0.0001 mole) of cupric acetylacetonate was fed 22.7 grams (0.14 mole) of dimethyl diazomalonate over a 25-hour period by means of a syringe pump. Refluxing was continued for an additional 8 hours after which distillation of the reaction mixture was begun, employing a small Vigreux column. After removing about 32 grams of cyclohexene overhead, to a head temperature of 80° C., the residue was allowed to cool. T... Starting materials: CN1CCCN2C1=NCCC2 (MTBD), Cl (HCl). Run in CCOCC (ether). Conditions: time 1 hour. Yields the product Cl.CN1CCCN2C1=NCCC2 (HCl MTBD). As a reaction SMILES: [CH3:1][N:2]1[C:7]2=[N:8][CH2:9][CH2:10][CH2:11][N:6]2[CH2:5][CH2:4][CH2:3]1.[ClH:12]>CCOCC>[ClH:12].[CH3:1][N:2]1[C:7]2=[N:8][CH2:9][CH2:10][CH2:11][N:6]2[CH2:5][CH2:4][CH2:3]1 |f:3.4|. Procedure: A flame dried flask was charged with MTBD (0.25 g, 1.63 mmol), ether (10 mL) and a stirbar under dry nitrogen atmosphere. With vigorous stirring a 1M ethereal HCl solution (1.6 mL) was then added to form a white precipitate. Stirring was continued for 1 hour then excess solvent was decanted to yield 0.29 g (94%). The salt was then dried under high vacuum.